Dataset: the Open Reaction Database (ORD), a public repository of structured organic reaction records. Task: describe an organic reaction: reactants, conditions, products, and yield The reactants are CCOCC, [O-][I+3]([O-])([O-])[O-], [Na+], O, CC(C)(O)c1ccc(CC(=O)C=O)cc1. Product: CC(C)(O)c1ccc(CC=O)cc1. As a reaction SMILES: [CH3:23][CH2:24][O:25][CH2:26][CH3:27].[I+3:16]([O-:17])([O-:18])([O-:19])[O-:20].[Na+:21].[OH2:22].[OH:1][C:2]([CH3:3])([CH3:4])[c:5]1[cH:6][cH:7][c:8]([CH2:11][C:12]([CH:13]=[O:14])=[O:15])[cH:9][cH:10]1>>[OH:1][C:2]([CH3:3])([CH3:4])[c:5]1[cH:6][cH:7][c:8]([CH2:11][CH:12]=[O:15])[cH:9][cH:10]1.